Dataset: the Open Reaction Database (ORD), a public repository of structured organic reaction records. Task: describe an organic reaction: reactants, conditions, products, and yield Reactants: C(O)([O-])=O.[Na+] (sodium hydrogencarbonate), ON=C(C(=O)OCC)C(=O)OCC (diethyl 2-hydroxyiminomalonate), O (water), ClC(=O)OCC (ethyl chloroformate). The solvent is CC(=O)C (acetone). Conditions: temperature 0 celsius, time 4 hour. Yields the product C(C)OC(=O)ON=C(C(=O)OCC)C(=O)OCC (diethyl 2-ethoxycarbonyloxyiminomalonate). Yield: 101.7%. As a reaction SMILES: [OH:1][N:2]=[C:3]([C:9]([O:11][CH2:12][CH3:13])=[O:10])[C:4]([O:6][CH2:7][CH3:8])=[O:5].O.Cl[C:16]([O:18][CH2:19][CH3:20])=[O:17].C(=O)([O-])O.[Na+]>CC(C)=O>[CH2:19]([O:18][C:16]([O:1][N:2]=[C:3]([C:9]([O:11][CH2:12][CH3:13])=[O:10])[C:4]([O:6][CH2:7][CH3:8])=[O:5])=[O:17])[CH3:20] |f:3.4|. Procedure details: A mixture of diethyl 2-hydroxyiminomalonate (18.9 g), water (50 ml) and acetone (8 ml) is cooled at 0°C, and ethyl chloroformate (9.8 g) is dropwise added thereto. The resulting mixture is, after adjusted to pH 7 to 8 with the addition of an aqueous solution of sodium hydrogencarbonate, stirred at room temperature for 4 hours. The reaction mixture is extracted with ether, and the ether layer is washed with an aqueous solution of sodium chloride, dried and concentrated to give diethyl 2-ethoxycar... Starting materials: C(=O)([O-])[O-].[Na+].[Na+] (Na2CO3), COC1=CC=C(OC=2SC(=CN2)C2=CC=C(C=C2)C(C)N)C=C1 (1-{4-[2-(4-methoxyphenoxy)-1,3-thiazol-5-yl]phenyl}ethanamine), [Cl-] (chloride), ClC(C(=O)N=C=O)(Cl)Cl (trichloroacetyl isocyanate). Run in CO (methanol). Reaction conditions: temperature 0 celsius, time 10 minute. Yields the product COC1=CC=C(OC=2SC(=CN2)C2=CC=C(C=C2)C(C)NC(=O)N)C=C1 (N-(1-{4-[2-(4-methoxyphenoxy)-1,3-thiazol-5-yl]phenyl}ethyl)urea). Isolated yield 34.0%. As a reaction SMILES: [CH3:1][O:2][C:3]1[CH:23]=[CH:22][C:6]([O:7][C:8]2[S:9][C:10]([C:13]3[CH:18]=[CH:17][C:16]([CH:19]([NH2:21])[CH3:20])=[CH:15][CH:14]=3)=[CH:11][N:12]=2)=[CH:5][CH:4]=1.[Cl-].ClC(Cl)(Cl)[C:27]([N:29]=C=O)=[O:28].C([O-])([O-])=O.[Na+].[Na+]>CO>[CH3:1][O:2][C:3]1[CH:23]=[CH:22][C:6]([O:7][C:8]2[S:9][C:10]([C:13]3[CH:18]=[CH:17][C:16]([CH:19]([NH:21][C:27]([NH2:29])=[O:28])[CH3:20])=[CH:15][CH:14]=3)=[CH:11][N:12]=2)=[CH:5][CH:4]=1 |f:3.4.5|. Procedure details: To a solution of Example 11D ((110 mg, 0.337 mmol) in methylenie chloride (1 mL) cooled to 0° C. was added trichloroacetyl isocyanate (50 μL, 0.42 mmol, 1.2 eq.). The mixture was stirred at 0° C. for 10 minutes and then methanol (10 mL) and a catalytic amount of Na2CO3 were added. The mixture was stirred at room temperature for 5 hours. The reaction was then concentrated. The reaction mixture was purified on silica gel eluting with ethyl acetate:hexane gradient (0-80%) to give the title compound... The reactants are C(#N)CC(=O)OCC (ethyl cyanacetate), cuprous iodide, IC1=C2CCC(C2=CC=C1)O[Si](C)(C)C (4-iodo-1-trimethylsilyloxy indane), [H-].[Na+] (sodium hydride), Cl (hydrochloric acid). Solvent: CN1C(N(CC1)C)=O (1,3-dimethyl-2-imidazolidone), CN1C(N(CC1)C)=O (1,3-dimethyl-2-imidazolidone), CN1C(N(CC1)C)=O (1,3-dimethyl-2-imidazolidone). Reaction conditions: time 4 hour. Product: C(#N)C(C(=O)OCC)C=1C=2CCC(C2C=CC1)O (ethyl alpha-cyano-1-hydroxy-4-indane acetate). As a reaction SMILES: [H-].[Na+].[C:3]([CH2:5][C:6]([O:8][CH2:9][CH3:10])=[O:7])#[N:4].I[C:12]1[CH:20]=[CH:19][CH:18]=[C:17]2[C:13]=1[CH2:14][CH2:15][CH:16]2[O:21][Si](C)(C)C.Cl>CN1CCN(C)C1=O>[C:3]([CH:5]([C:12]1[C:13]2[CH2:14][CH2:15][CH:16]([OH:21])[C:17]=2[CH:18]=[CH:19][CH:20]=1)[C:6]([O:8][CH2:9][CH3:10])=[O:7])#[N:4] |f:0.1|. Procedure details: 6 ml of 1,3-dimethyl-2-imidazolidone and 0.99 g of sodium hydride at 50% are cooled to +15° C., 2.2 ml of ethyl cyanacetate in 10 ml of 1,3-dimethyl-2-imidazolidone is added over 5 minutes, with agitation for 40 minutes. 4.39 g of cuprous iodide, 3.62 g of 4-iodo-1-trimethylsilyloxy indane and 4 ml of 1,3-dimethyl-2-imidazolidone are added. The mixture is taken to 100° C. for 4 hours. After cooling, it is poured into 100 ml of 2N hydrochloric acid, filtered on celite, and rinsed with water; the ... Starting materials: COc1ccc(C(=O)Cl)cc1, CN(C)C=O, COc1ccc2[nH]c(C)c(CC(=O)OC(C)(C)C)c2c1, [H-], [Na+], O. Product: COc1ccc(C(=O)n2c(C)c(CC(=O)OC(C)(C)C)c3cc(OC)ccc32)cc1. RXN SMILES: [CH3:28][O:29][c:30]1[cH:31][cH:32][c:33]([C:34](=[O:35])[Cl:36])[cH:37][cH:38]1.[CH3:3][N:4]([CH3:5])[CH:6]=[O:7].[CH3:8][O:9][c:10]1[cH:11][c:12]2[c:13]([CH2:20][C:21](=[O:22])[O:23][C:24]([CH3:25])([CH3:26])[CH3:27])[c:14]([CH3:19])[nH:15][c:16]2[cH:17][cH:18]1.[H-:1].[Na+:2].[OH2:39]>>[CH3:8][O:9][c:10]1[cH:11][c:12]2[c:13]([CH2:20][C:21](=[O:22])[O:23][C:24]([CH3:25])([CH3:26])[CH3:27])[c:14]([CH3:19])[n:15]([C:34]([c:33]3[cH:32][cH:31][c:30]([O:29][CH3:28])[cH:38][cH:37]3)=[O:35])[c:16]2[cH:17][cH:18]1. Reactants: CN1C(=CC=C1C1=CC=C(S1)C=O)C1=CC=2C(C3=CC(=CC=C3C2C=C1)N(C1=CC=CC=C1)C1=CC=CC=C1)(CC)CC (5-[N-methyl-2-(7-diphenylamino-9,9-diethyl-9H-fluoren-2-yl)pyrrol-5-yl]thiophene-2-carbaldehyde), C(#N)CC(=O)O (cyanoacetic acid). Solvent: C(C)(=O)O (acetic acid). RXN SMILES: [CH3:1][N:2]1[C:6]([C:7]2[S:11][C:10]([CH:12]=O)=[CH:9][CH:8]=2)=[CH:5][CH:4]=[C:3]1[C:14]1[CH:26]=[CH:25][C:24]2[C:23]3[C:18](=[CH:19][C:20]([N:27]([C:34]4[CH:39]=[CH:38][CH:37]=[CH:36][CH:35]=4)[C:28]4[CH:33]=[CH:32][CH:31]=[CH:30][CH:29]=4)=[CH:21][CH:22]=3)[C:17]([CH2:42][CH3:43])([CH2:40][CH3:41])[C:16]=2[CH:15]=1.[C:44]([CH2:46][C:47]([OH:49])=[O:48])#[N:45]>C(O)(=O)C.C([O-])(=O)C.[NH4+]>[C:44](/[C:46](=[CH:12]\[C:10]1[S:11][C:7]([C:6]2[N:2]([CH3:1])[C:3]([C:14]3[CH:26]=[CH:25][C:24]4[C:23]5[C:18](=[CH:19][C:20]([N:27]([C:34]6[CH:39]=[CH:38][CH:37]=[CH:36][CH:35]=6)[C:28]6[CH:33]=[CH:32][CH:31]=[CH:30][CH:29]=6)=[CH:21][CH:22]=5)[C:17]([CH2:42][CH3:43])([CH2:40][CH3:41])[C:16]=4[CH:15]=3)=[CH:4][CH:5]=2)=[CH:8][CH:9]=1)/[C:47]([OH:49])=[O:48])#[N:45] |f:3.4|. The reagents and catalysts are C(C)(=O)[O-].[NH4+] (ammonium acetate). The product is C(#N)/C(/C(=O)O)=C\C=1SC(=CC1)C1=CC=C(N1C)C1=CC=2C(C3=CC(=CC=C3C2C=C1)N(C1=CC=CC=C1)C1=CC=CC=C1)(CC)CC ((E)-2-cyano-3-[5-(N-methyl-2-(7-diphenylamino-9,9-diethyl-9H-fluoren-2-yl)pyrrol-5-yl)thiophen-2-yl]acrylic acid). Reported procedure: As shown in scheme 2, 2,7-dibromo-9,9-diethyl-9H-fluorene (21) is reacted with 1-methyl-2-(tributylstannyl)-1H-pyrrole by Stille coupling reaction to obtain 2-(7-bromo-9,9-diethyl-9H-fluoren-2-yl)-1-methyl-1H-pyrrole (22). Then, in the presence of sodium tert-butoxide, Pd(dba)2, and tri-tert-butyl phosphine, 2-(7-bromo-9,9-diethyl-9H-fluoren-2-yl)-1-methyl-1H-pyrrole (22) is reacted with diphenylamine to obtain 9,9-diethyl-7-(1-methyl-1H-pyrrol-2-yl)-N,N-diphenyl-9H-fluoren-2-amine (23a). n-buty...